This data is from the Open Reaction Database (ORD), a public repository of structured organic reaction records. The task is: describe an organic reaction: reactants, conditions, products, and yield The reactants are N(=O)[O-].[Na+] (sodium nitrite), NC1=NC(C=2N(C=NC2N1)CC1=CC=CC=C1)=O (2-amino-7-benzyl-3,7-dihydro-6H-purin-6-one). The solvent is O (water), C(C)(=O)O (acetic acid), O (water). Reaction conditions: time 30 minute. Product: C(C1=CC=CC=C1)N1C=NC=2NC(NC(C12)=O)=O (7-Benzyl-3,7-dihydro-1H-purine-2,6-dione). The yield is 79.4%. As a reaction SMILES: N[C:2]1[NH:10][C:9]2[N:8]=[CH:7][N:6]([CH2:11][C:12]3[CH:17]=[CH:16][CH:15]=[CH:14][CH:13]=3)[C:5]=2[C:4](=[O:18])[N:3]=1.N([O-])=[O:20].[Na+]>C(O)(=O)C.O>[CH2:11]([N:6]1[C:5]2[C:4](=[O:18])[NH:3][C:2](=[O:20])[NH:10][C:9]=2[N:8]=[CH:7]1)[C:12]1[CH:17]=[CH:16][CH:15]=[CH:14][CH:13]=1 |f:1.2|. Procedure details: To a mixture of 2-amino-7-benzyl-3,7-dihydro-6H-purin-6-one (25.0 g, 0.104 mol) in acetic acid (750.0 mL) and water (50.0 mL) at 55° C. was added a solution of sodium nitrite (28 g, 0.41 mol) in water (50 ml) dropwise. After the addition, the mixture was continued to stir for about 30 min until no starting material was left and then cooled to room temperature. The reaction mixture was concentrated to about ⅓ of its original volume, then diluted with 250 ml water. The precipitate formed was colle... Reactants: [Si]([O-])([O-])([O-])[O-].[Na+].[Na+].[Na+].[Na+] (sodium silicate), Na2O, SiO2, C(CCCCC(=O)O)(=O)O (adipic acid), C=CC=C (butadiene), C1C(C)O1 (propylene oxide), [Na] (sodium), fatty acids, ferric sulfate, OO (hydrogen peroxide), peroxide, C(CCCCCCCCCCC)S (lauryl mercaptan). Conditions: time 75 minute. The product is [Si]([O-])([O-])([O-])[O-].[Na+].[Na+].[Na+].[Na+].C=CC=C.C1C(C)O1 (sodium silicate butadiene propylene oxide). Reaction SMILES: [Si:1]([O-:5])([O-:4])([O-:3])[O-:2].[Na+:6].[Na+].[Na+].[Na+].[C:10](O)(=O)[CH2:11][CH2:12][CH2:13]CC(O)=O.C=CC=C.[CH2:24]1[O:27][CH:25]1[CH3:26].[Na].OO.C(S)CCCCCCCCCCC>>[Si:1]([O-:5])([O-:4])([O-:3])[O-:2].[Na+:6].[Na+:6].[Na+:6].[Na+:6].[CH2:10]=[CH:11][CH:12]=[CH2:13].[CH2:24]1[O:27][CH:25]1[CH3:26] |f:0.1.2.3.4,11.12.13.14.15.16.17,^1:27|. Procedure details: About 50 parts by weight of an aqueous sodium silicate solution containing about 10% Na2O and 15% SiO2, 1 part by weight of adipic acid, 20 parts by weight of butadiene, 5 parts by weight of propylene oxide, 0.5 parts by weight of sodium salt of fatty acids, 0.05 to 0.1 parts by weight of ferric sulfate, 0.1 parts by weight of hydrogen peroxide, 0.01 parts by weight of benzoxyl peroxide and 0.1 parts by weight of lauryl mercaptan are mixed in a closed system at ambient to 50° C. while agitating ... Reactants: C1CCOC1, CO, Cl, [Li+], COC(=O)C(Cc1ccc(OCc2ccc3c(c2)OCCO3)cc1)NC1=NS(=O)(=O)c2ccccc21, [OH-], O, O. Product: O=C(O)C(Cc1ccc(OCc2ccc3c(c2)OCCO3)cc1)NC1=NS(=O)(=O)c2ccccc21. RXN SMILES: [CH2:41]1[O:42][CH2:43][CH2:44][CH2:45]1.[CH3:46][OH:47].[ClH:39].[Li+:38].[O:1]=[S:2]1(=[O:36])[N:3]=[C:4]([NH:11][CH:12]([C:13](=[O:14])[O:15][CH3:16])[CH2:17][c:18]2[cH:19][cH:20][c:21]([O:24][CH2:25][c:26]3[cH:27][c:28]4[c:29]([cH:34][cH:35]3)[O:30][CH2:31][CH2:32][O:33]4)[cH:22][cH:23]2)[c:5]2[c:6]1[cH:7][cH:8][cH:9][cH:10]2.[OH-:37].[OH2:40].[OH2:48]>>[O:1]=[S:2]1(=[O:36])[N:3]=[C:4]([NH:11][CH:12]([C:13](=[O:14])[OH:15])[CH2:17][c:18]2[cH:19][cH:20][c:21]([O:24][CH2:25][c:26]3[cH:27][c:28]4[c:29]([cH:34][cH:35]3)[O:30][CH2:31][CH2:32][O:33]4)[cH:22][cH:23]2)[c:5]2[c:6]1[cH:7][cH:8][cH:9][cH:10]2. The reactants are C(C1=CC=CC=C1)N1CCC2(CC1)C1=CC=CC=C1SC=1C(=CC=CC12)OC (1'-benzyl-4-methoxythioxanthene-9-spiro-4'-piperidine), N#CBr (cyanogen bromide). Run in C(Cl)Cl (methylene chloride). Yields the product C(#N)N1CCC2(CC1)C1=CC=CC=C1SC=1C(=CC=CC12)OC (1'-cyano-4-methoxythioxanthene-9-spiro-4'-piperidine). As a reaction SMILES: [CH2:1]([N:8]1[CH2:13][CH2:12][C:11]2([C:26]3[CH:25]=[CH:24][CH:23]=[C:22]([O:27][CH3:28])[C:21]=3[S:20][C:19]3[C:14]2=[CH:15][CH:16]=[CH:17][CH:18]=3)[CH2:10][CH2:9]1)C1C=CC=CC=1.[N:29]#CBr>C(Cl)Cl>[C:1]([N:8]1[CH2:13][CH2:12][C:11]2([C:26]3[CH:25]=[CH:24][CH:23]=[C:22]([O:27][CH3:28])[C:21]=3[S:20][C:19]3[C:14]2=[CH:15][CH:16]=[CH:17][CH:18]=3)[CH2:10][CH2:9]1)#[N:29]. Procedure: A solution of 1'-benzyl-4-methoxythioxanthene-9-spiro-4'-piperidine (15.48 g.) and cyanogen bromide (4.68 g.) in methylene chloride (155 ml.) is stirred at ambient temperature overnight. The solvent is evaporated in vacuo, the residual gum dissolved in toluene and subjected to chromatography on magnesium silicate (200 g.), eluting consecutively with petroleum ether (b.p. 60°-80° C.) (5 × 200 ml.), toluene (5 × 200 ml.) and chloroform (5 × 200 ml.). The combined chloroform fractions are evaporate... Starting materials: C(OC(Cl)(Cl)Cl)(OC(Cl)(Cl)Cl)=O (bis(trichloromethyl) carbonate), COCCN1CCC(CC1)N (1-(2-methoxy-ethyl)-piperidin-4-ylamine), COC=1C=CC=C2CCC(C12)NC1=NC2=CC=C(C=C2C=C1)N (rac-N2-(7-methoxy-indan-1-yl)-quinoline-2,6-diamine). Product: COCCN1CCC(CC1)NC(=O)NC=1C=C2C=CC(=NC2=CC1)NC1CCC2=CC=CC(=C12)OC (rac-1-[1-(2-Methoxy-ethyl)-piperidin-4-yl]-3-[2-(7-methoxy-indan-1-ylamino)-quinolin-6-yl]-urea). RXN SMILES: [C:1](=O)(OC(Cl)(Cl)Cl)[O:2]C(Cl)(Cl)Cl.[CH3:13][O:14][CH2:15][CH2:16][N:17]1[CH2:22][CH2:21][CH:20]([NH2:23])[CH2:19][CH2:18]1.[CH3:24][O:25][C:26]1[CH:27]=[CH:28][CH:29]=[C:30]2[C:34]=1[CH:33]([NH:35][C:36]1[CH:45]=[CH:44][C:43]3[C:38](=[CH:39][CH:40]=[C:41]([NH2:46])[CH:42]=3)[N:37]=1)[CH2:32][CH2:31]2>>[CH3:13][O:14][CH2:15][CH2:16][N:17]1[CH2:18][CH2:19][CH:20]([NH:23][C:1]([NH:46][C:41]2[CH:42]=[C:43]3[C:38](=[CH:39][CH:40]=2)[N:37]=[C:36]([NH:35][CH:33]2[C:34]4[C:30](=[CH:29][CH:28]=[CH:27][C:26]=4[O:25][CH3:24])[CH2:31][CH2:32]2)[CH:45]=[CH:44]3)=[O:2])[CH2:21][CH2:22]1. Procedure: The title compound was prepared in accordance with the general method 4 described in example 16 from bis(trichloromethyl) carbonate, 1-(2-methoxy-ethyl)-piperidin-4-ylamine and rac-N2-(7-methoxy-indan-1-yl)-quinoline-2,6-diamine (Example 172); MS: m/e=490.7 (M+H+). The solvent is CO (methanol). The product is CN(CCN(CC1=CC=C(C=C1)OC1=CC=C(C=C1)C=1OC=CN1)C)CC1=CC=C(C(=O)O)C=C1 (4-[[methyl[2-[methyl[[4-[4-(2-oxazolyl)phenoxy]phenyl]methyl]amino]ethyl]amino]methyl]benzoic acid). As a reaction SMILES: [CH3:1][N:2]([CH2:26][C:27]1[CH:36]=[CH:35][C:30]([C:31]([O:33]C)=[O:32])=[CH:29][CH:28]=1)[CH2:3][CH2:4][N:5]([CH3:25])[CH2:6][C:7]1[CH:12]=[CH:11][C:10]([O:13][C:14]2[CH:19]=[CH:18][C:17]([C:20]3[O:21][CH:22]=[CH:23][N:24]=3)=[CH:16][CH:15]=2)=[CH:9][CH:8]=1.[OH-].[Na+]>CO>[CH3:1][N:2]([CH2:26][C:27]1[CH:28]=[CH:29][C:30]([C:31]([OH:33])=[O:32])=[CH:35][CH:36]=1)[CH2:3][CH2:4][N:5]([CH3:25])[CH2:6][C:7]1[CH:8]=[CH:9][C:10]([O:13][C:14]2[CH:19]=[CH:18][C:17]([C:20]3[O:21][CH:22]=[CH:23][N:24]=3)=[CH:16][CH:15]=2)=[CH:11][CH:12]=1 |f:1.2|. Isolated yield 34.8%. Procedure: Methyl 4-[[methyl[2-[methyl[[4-[4-(2-oxazolyl)phenoxy]phenyl]methyl]amino]-ethyl]amino]methyl]benzoate (120 mg 0.25 mmol) was stirred with aqueous sodium hydroxide solution (1.25 mL, 2 M) in methanol (3 mL) overnight at ambient temperature, and then concentrated under reduced pressure. The residue was diluted with water, adjusted to pH 8 with 1 M aqueous hydrochloric acid, and extracted with butanol. The combined organic layers were concentrated under reduced pressure. Flash chromatography gave ... Reactants: CN(CCN(CC1=CC=C(C=C1)OC1=CC=C(C=C1)C=1OC=CN1)C)CC1=CC=C(C(=O)OC)C=C1 (Methyl 4-[[methyl[2-[methyl[[4-[4-(2-oxazolyl)phenoxy]phenyl]methyl]amino]-ethyl]amino]methyl]benzoate), [OH-].[Na+] (sodium hydroxide). Starting materials: ClCC=1N=C(OC1)C1=CC=C(C=C1)OCCCCl (4-(chloromethyl)-2-[4-(3-chloropropoxy)phenyl]-1,3-oxazole), BrN1C(CCC1=O)=O (N-bromosuccinimide). The solvent is C(C)#N (acetonitrile). Product: BrC1=C(N=C(O1)C1=CC=C(C=C1)OCCCCl)CCl (5-bromo-2-[4-(3-chloropropoxy)-phenyl]-4-chloromethyl-oxazole). Reaction SMILES: [Cl:1][CH2:2][C:3]1[N:4]=[C:5]([C:8]2[CH:13]=[CH:12][C:11]([O:14][CH2:15][CH2:16][CH2:17][Cl:18])=[CH:10][CH:9]=2)[O:6][CH:7]=1.[Br:19]N1C(=O)CCC1=O>C(#N)C>[Br:19][C:7]1[O:6][C:5]([C:8]2[CH:9]=[CH:10][C:11]([O:14][CH2:15][CH2:16][CH2:17][Cl:18])=[CH:12][CH:13]=2)=[N:4][C:3]=1[CH2:2][Cl:1]. Procedure: A solution of 4-(chloromethyl)-2-[4-(3-chloropropoxy)phenyl]-1,3-oxazole ax57 (0.5 g, 1.75 mmol, 1 eq) and N-bromosuccinimide (0.31 g, 1.75 mmol, 1 eq) in acetonitrile (16 ml) is stirred at 22° C. for 30 minutes. A heavy white precipitate forms during the reaction. The suspension is then filtered, the solid is washed with the minimum amount acetonitrile, collected and dried under vacuum at 40° C. to yield 290 mg of the title compound. The acetonitrile solution is concentrated to half its origina... The reactants are C1CCC2=NCCCN2CC1 (DBU), C(=O)C=C (acrolein), N(=O)C1=CC=CC=C1 (nitrosobenzene). Reagents/catalysts: catalyst. Solvent: ClCCl (dichloromethane). Run at time 10 minute. Product: ON(C(C=C)=O)C1=CC=CC=C1 (N-hydroxy-N-phenylacrylamide). RXN SMILES: C1CCN2C(=NCCC2)CC1.[CH:12]([CH:14]=[CH2:15])=[O:13].[N:16]([C:18]1[CH:23]=[CH:22][CH:21]=[CH:20][CH:19]=1)=[O:17]>ClCCl>[OH:17][N:16]([C:18]1[CH:23]=[CH:22][CH:21]=[CH:20][CH:19]=1)[C:12](=[O:13])[CH:14]=[CH2:15]. Procedure details: DBU (15 mg, 0.1 mmol) was added under argon to a solution of acrolein (56 mg, 1 mmol), nitrosobenzene (107 mg, 1 mmol) and catalyst (36.4 mg, 0.1 mmol) in dichloromethane (5 mL). The reaction mixture was stirred at room temperature for 10 min. The solvent was removed under vacuum, and the residue was purified by flash silica gel column chromatography using hexane and ethyl acetate as the eluents. Starting materials: Cl (HCl), N(=[N+]=[N-])CC1=CC=C(O1)C1=NN(C2=CC=CC=C12)CC1=CC=CC=C1 (3-(5-azidomethylfuran-2-yl)-1-benzyl-indazole), C1(=CC=CC=C1)P(C1=CC=CC=C1)C1=CC=CC=C1 (triphenylphosphine), O (water). Solvent: CCOCC (ether), C1CCOC1 (THF). Conditions: time 24 hour. Product: NCC1=CC=C(O1)C1=NN(C2=CC=CC=C12)CC1=CC=CC=C1 (3-(5-Aminomethylfuran-2-yl)-1-benzyl-indazole). Isolated yield 0.1%. As a reaction SMILES: [N:1]([CH2:4][C:5]1[O:9][C:8]([C:10]2[C:18]3[C:13](=[CH:14][CH:15]=[CH:16][CH:17]=3)[N:12]([CH2:19][C:20]3[CH:25]=[CH:24][CH:23]=[CH:22][CH:21]=3)[N:11]=2)=[CH:7][CH:6]=1)=[N+]=[N-].C1(P(C2C=CC=CC=2)C2C=CC=CC=2)C=CC=CC=1.O.Cl>C1COCC1.CCOCC>[NH2:1][CH2:4][C:5]1[O:9][C:8]([C:10]2[C:18]3[C:13](=[CH:14][CH:15]=[CH:16][CH:17]=3)[N:12]([CH2:19][C:20]3[CH:21]=[CH:22][CH:23]=[CH:24][CH:25]=3)[N:11]=2)=[CH:7][CH:6]=1. Procedure: 121.5 mg of 3-(5-azidomethylfuran-2-yl)-1-benzyl-indazole (0,369 mmol) and 102 mg of triphenylphosphine (0.389 mmol) were stirred in 1 ml of THF for 3.5 hours. 10 μl of water were then added. After 24 hours, ether and aqueous HCl, 0.3M, were added to the reaction mixture. The solid which had been filtered off and the aqueous phase were combined, rendered alkaline with NaOH, 2M, and extracted with ether. The organic phase was washed with a little water and then with a sodium chloride solution, dr... Reactants: [N+](=O)([O-])C1=CC=C(OCC(=O)OCCOCCOC(COC2=CC=C(C=C2)[N+](=O)[O-])=O)C=C1 ((4-nitrophenoxy)-acetic acid 2-{2-[2-(4-nitrophenoxy)-acetoxy]-ethoxy}-ethyl ester). The reagents and catalysts are [Ni] (Raney Nickel). Solvent: CN(C=O)C (dimethylformamide). Run at time 3 hour. The product is NC1=CC=C(OCC(=O)OCCOCCOC(COC2=CC=C(C=C2)N)=O)C=C1 ((4-aminophenoxy)-acetic acid 2-{2-[2-(4-aminophenoxy)-acetoxy]-ethoxy}-ethyl ester). The yield is 81.9%. As a reaction SMILES: [N+:1]([C:4]1[CH:33]=[CH:32][C:7]([O:8][CH2:9][C:10]([O:12][CH2:13][CH2:14][O:15][CH2:16][CH2:17][O:18][C:19](=[O:31])[CH2:20][O:21][C:22]2[CH:27]=[CH:26][C:25]([N+:28]([O-])=O)=[CH:24][CH:23]=2)=[O:11])=[CH:6][CH:5]=1)([O-])=O>CN(C)C=O.[Ni]>[NH2:28][C:25]1[CH:24]=[CH:23][C:22]([O:21][CH2:20][C:19]([O:18][CH2:17][CH2:16][O:15][CH2:14][CH2:13][O:12][C:10](=[O:11])[CH2:9][O:8][C:7]2[CH:6]=[CH:5][C:4]([NH2:1])=[CH:33][CH:32]=2)=[O:31])=[CH:27][CH:26]=1. Reported procedure: (4-nitrophenoxy)-acetic acid 2-{2-[2-(4-nitrophenoxy)-acetoxy]-ethoxy}-ethyl ester (600 g) was dissolved in dimethylformamide (1.8 l) in a pressure vessel. Raney Nickel (800 grams) added and the mixture was stirred under an atmosphere of hydrogen (20 Kg) for 3 hours. The catalyst was removed by filtration and the solution was added to cold water to precipitate the crude product. The product was filtered off, slurried in methanol and re-filtered. The compound was dried to give pure (4-aminophenox...